From a dataset of the Open Reaction Database (ORD), a public repository of structured organic reaction records. describe an organic reaction: reactants, conditions, products, and yield Starting materials: O.O.O.O.O.O.O.O.O.[S-2].[Na+].[Na+] (sodium sulfide nonahydrate), BrCC(=O)C1=CC=C(C=C1)Br (2-bromo-1-(4-bromophenyl)ethanone), resultant solution. The solvent is O (water), CC(=O)C (acetone). Product: S(CC(=O)C1=CC=C(C=C1)Br)CC(=O)C1=CC=C(C=C1)Br (2,2′-thiobis(1-(4-bromophenyl)ethanone)). Yield: 86.4%. As a reaction SMILES: Br[CH2:2][C:3]([C:5]1[CH:10]=[CH:9][C:8]([Br:11])=[CH:7][CH:6]=1)=[O:4].[OH2:12].O.O.O.O.O.O.O.O.[S-2:21].[Na+].[Na+]>CC(C)=O.O>[S:21]([CH2:2][C:3]([C:5]1[CH:10]=[CH:9][C:8]([Br:11])=[CH:7][CH:6]=1)=[O:12])[CH2:2][C:3]([C:5]1[CH:10]=[CH:9][C:8]([Br:11])=[CH:7][CH:6]=1)=[O:4] |f:1.2.3.4.5.6.7.8.9.10.11.12|. Procedure: A solution of 2-bromo-1-(4-bromophenyl)ethanone (27.8 g, 100 mmol) was dissolved in acetone, the solution was cooled in an ice bath then sodium sulfide nonahydrate (12.01 g, 50 mmol) dissolved in water (100 mL) was added dropwise over 45 minutes time. The resultant solution was stirred an additional 2 hours at room temperature, the solid formed in the reaction was collected and then washed with water then ethanol and dried in a vacuum oven to provide 18.5 g (43%) of the title compound. Starting materials: NC1=C(C(=NC(=C1F)Cl)C(=O)OC(C)C)Cl (propan-2-yl 4-amino-3,6-dichloro-5-fluoropicolinate), ClC1=C(C(=C(C=C1)B1OCCCO1)F)OC (2-(4-chloro-2-fluoro-3-methoxyphenyl)-1,3,2-dioxaborinane), [F-].[Cs+] (CsF), C(C)#N (Acetonitrile). Reagents/catalysts: Cl[Pd]([P](C1=CC=CC=C1)(C2=CC=CC=C2)C3=CC=CC=C3)([P](C4=CC=CC=C4)(C5=CC=CC=C5)C6=CC=CC=C6)Cl (bis(triphenylphosphine)palladium(II) dichloride). The solvent is O (water). Reaction conditions: temperature 70 celsius, time 3 hour. The product is NC1=C(C(=NC(=C1F)C1=C(C(=C(C=C1)Cl)OC)F)C(=O)OC(C)C)Cl (Propan-2-yl 4-amino-3-chloro-5-fluoro-6-(4-chloro-2-fluoro-3-methoxyphenyl)picolinate). Isolated yield 81.8%. As a reaction SMILES: [NH2:1][C:2]1[C:7]([F:8])=[C:6](Cl)[N:5]=[C:4]([C:10]([O:12][CH:13]([CH3:15])[CH3:14])=[O:11])[C:3]=1[Cl:16].[Cl:17][C:18]1[CH:23]=[CH:22][C:21](B2OCCCO2)=[C:20]([F:30])[C:19]=1[O:31][CH3:32].[F-].[Cs+].C(#N)C>Cl[Pd](Cl)([P](C1C=CC=CC=1)(C1C=CC=CC=1)C1C=CC=CC=1)[P](C1C=CC=CC=1)(C1C=CC=CC=1)C1C=CC=CC=1.O>[NH2:1][C:2]1[C:7]([F:8])=[C:6]([C:21]2[CH:22]=[CH:23][C:18]([Cl:17])=[C:19]([O:31][CH3:32])[C:20]=2[F:30])[N:5]=[C:4]([C:10]([O:12][CH:13]([CH3:15])[CH3:14])=[O:11])[C:3]=1[Cl:16] |f:2.3,^1:40,59|. Procedure details: A 50 mL Schlenk flask was charged with propan-2-yl 4-amino-3,6-dichloro-5-fluoropicolinate (2.162 g, 8.09 mmol), 2-(4-chloro-2-fluoro-3-methoxyphenyl)-1,3,2-dioxaborinane (2.775 g, 11.35 mmol) and CsF (2.601 g, 17.12 mmol). Acetonitrile (20 mL) and water (7 mL) were added. The solution was evacuated/backfilled with nitrogen (5×). Solid bis(triphenylphosphine)palladium(II) dichloride (Pd(PPh3)2Cl2; 281 mg, 4.9 mol %) was added. The solution was evacuated/backfilled with nitrogen (5×) and then hea... The reactants are CC=1C=C(C(=O)O)C=C(N1)C (2,6-dimethylisonicotinic acid), C1=CN(C=N1)C(=O)N2C=CN=C2 (CDI), Cl.CNOC (N,O-dimethylhydroxylamine hydrochloride). The solvent is C(Cl)Cl (DCM). Reaction conditions: time 20 hour. Yields the product CON(C(C1=CC(=NC(=C1)C)C)=O)C (N-Methoxy-N,2,6-trimethylisonicotinamide). Reaction SMILES: [CH3:1][C:2]1[CH:3]=[C:4]([CH:8]=[C:9]([CH3:11])[N:10]=1)[C:5](O)=[O:6].C1N=CN(C(N2C=NC=C2)=O)C=1.Cl.[CH3:25][NH:26][O:27][CH3:28]>C(Cl)Cl>[CH3:28][O:27][N:26]([CH3:25])[C:5](=[O:6])[C:4]1[CH:3]=[C:2]([CH3:1])[N:10]=[C:9]([CH3:11])[CH:8]=1 |f:2.3|. Procedure: To 2,6-dimethylisonicotinic acid (1.00 g, 6.61 mmol) in DCM (8.3 mL), CDI (1.18 g, 7.27 mmol) was added and the mixture was stirred for 45 minutes after which N,O-dimethylhydroxylamine hydrochloride (0.71 g, 7.3 mmol) was added and the mixture was stirred for 20 hours. The reaction mixture was quenched with 0.3 M aqueous solution of NaOH and partitioned between water and DCM. The aqueous layer was extracted with DCM, washed with aqueous saturated solution of NaCl, dried (MgSO4) and concentrated....